Dataset: the Open Reaction Database (ORD), a public repository of structured organic reaction records. Task: describe an organic reaction: reactants, conditions, products, and yield Starting materials: BrCCCCOCCc1ccccc1, CC(=O)OC(C)=O, [Cl-], [Mg], [NH4+]. Product: CC(=O)CCCCOCCc1ccccc1. RXN SMILES: [Br:1][CH2:2][CH2:3][CH2:4][CH2:5][O:6][CH2:7][CH2:8][c:9]1[cH:10][cH:11][cH:12][cH:13][cH:14]1.[CH3:16][C:17](=[O:18])[O:19][C:20](=[O:21])[CH3:22].[Cl-:23].[Mg:15].[NH4+:24]>>[CH2:2]([CH2:3][CH2:4][CH2:5][O:6][CH2:7][CH2:8][c:9]1[cH:10][cH:11][cH:12][cH:13][cH:14]1)[C:17]([CH3:16])=[O:18]. Reactants: [BH4-], CO, CO, CC1(C)CCC(=O)c2ccccc21, [Na+], O, Cc1ccccc1. Product: CC1(C)CCC(O)c2ccccc21. Reaction SMILES: [BH4-:1].[CH3:17][OH:18].[CH3:26][OH:27].[CH3:3][C:4]1([CH3:15])[CH2:5][CH2:6][C:7](=[O:14])[c:8]2[cH:9][cH:10][cH:11][cH:12][c:13]21.[Na+:2].[OH2:16].[c:19]1([CH3:20])[cH:21][cH:22][cH:23][cH:24][cH:25]1>>[CH3:3][C:4]1([CH3:15])[CH2:5][CH2:6][CH:7]([OH:14])[c:8]2[cH:9][cH:10][cH:11][cH:12][c:13]21. The reactants are Cl.CN (methylamine hydrochloride), O=C1N(C2=CC=CC=C2C12C1=C(OC2)C=C2OCCC2=C1)CC=1C=C(C(=O)O)C=CC1 (3-[(2′-oxo-5,6-dihydrospiro[benzo[1,2-b:5,4-b′]difuran-3,3′-indol]-1′(2′H)-yl)methyl]benzoic acid), C1(CCCCC1)CN (cyclohexanemethylamine), O=C1N(C2=CC=CC=C2C12C1=C(OC2)C=C2OCCC2=C1)CC1=CC=C(C(=O)O)C=C1 (4-[(2′-oxo-5,6-dihydrospiro[benzo[1,2-b:5,4-b′]difuran-3,3′-indol]-1′(2′H)-yl)methyl]benzoic acid). Yields the product CNC(C1=CC=C(C=C1)CN1C(C2(C3=CC=CC=C13)C1=C(OC2)C=C2OCCC2=C1)=O)=O (N-methyl-4-[(2′-oxo-5,6-dihydrospiro[benzo[1,2-b:5,4-b′]difuran-3,3′-indol]-1′(2′H)-yl)methyl]benzamide). Reaction SMILES: Cl.CN.C1([CH2:10][NH2:11])CCCCC1.[O:12]=[C:13]1[C:21]2([CH2:25][O:24][C:23]3[CH:26]=[C:27]4[C:31](=[CH:32][C:22]2=3)[CH2:30][CH2:29][O:28]4)[C:20]2[C:15](=[CH:16][CH:17]=[CH:18][CH:19]=2)[N:14]1[CH2:33][C:34]1[CH:42]=[CH:41][C:37]([C:38](O)=[O:39])=[CH:36][CH:35]=1.O=C1C2(COC3C=C4C(=CC2=3)CCO4)C2C(=CC=CC=2)N1CC1C=C(C=CC=1)C(O)=O>>[CH3:10][NH:11][C:38](=[O:39])[C:37]1[CH:36]=[CH:35][C:34]([CH2:33][N:14]2[C:15]3[C:20](=[CH:19][CH:18]=[CH:17][CH:16]=3)[C:21]3([CH2:25][O:24][C:23]4[CH:26]=[C:27]5[C:31](=[CH:32][C:22]3=4)[CH2:30][CH2:29][O:28]5)[C:13]2=[O:12])=[CH:42][CH:41]=1 |f:0.1|. Procedure details: Following the procedure as described in EXAMPLE 12 and making non-critical variations using methylamine hydrochloride to replace cyclohexanemethylamine, and 4-[(2′-oxo-5,6-dihydrospiro[benzo[1,2-b:5,4-b′]difuran-3,3′-indol]-1′(2′H)-yl)methyl]benzoic acid to replace 3-[(2′-oxo-5,6-dihydrospiro[benzo[1,2-b:5,4-b′]difuran-3,3′-indol]-1′(2′H)-yl)methyl]benzoic acid, N-methyl-4-[(2′-oxo-5,6-dihydrospiro[benzo[1,2-b:5,4-b′]difuran-3,3′-indol]-1′(2′H)-yl)methyl]benzamide was obtained (86%) as a colorle...